From a dataset of the Open Reaction Database (ORD), a public repository of structured organic reaction records. describe an organic reaction: reactants, conditions, products, and yield Starting materials: O([C@H]1[C@H](O)[C@@H](O)[C@@H](O)[C@H](O1)CO)C1=C(C=C(C=C1OC)C=O)OC (4-formyl-2,6-dimethoxyphenyl β-D-galactopyranoside), [I-].C[N+]1=C(C=CC2=CC=CC=C12)C (1,2-dimethylquinolinium iodide), C(C)(=O)[O-].[NH4+] (ammonium acetate). The solvent is C(C)O (ethanol). Run at temperature 60 celsius, time 5 hour. Yields the product [I-].[C@@H]1([C@H](O)[C@@H](O)[C@@H](O)[C@H](O1)CO)OC1=C(C=C(C=C1OC)C=CC1=[N+](C2=CC=CC=C2C=C1)C)OC (2-{2-[4-(β-D-Galactopyranosyloxy)-3,5-dimethoxyphenyl]-vinyl}-1-methylquinolinium iodide). Isolated yield 59.5%. As a reaction SMILES: [O:1]([C:13]1[C:18]([O:19][CH3:20])=[CH:17][C:16]([CH:21]=O)=[CH:15][C:14]=1[O:23][CH3:24])[C@@H:2]1[O:10][C@H:9]([CH2:11][OH:12])[C@H:7]([OH:8])[C@H:5]([OH:6])[C@H:3]1[OH:4].[I-:25].[CH3:26][N+:27]1[C:36]2[C:31](=[CH:32][CH:33]=[CH:34][CH:35]=2)[CH:30]=[CH:29][C:28]=1[CH3:37].C([O-])(=O)C.[NH4+]>C(O)C>[I-:25].[C@@H:2]1([O:1][C:13]2[C:18]([O:19][CH3:20])=[CH:17][C:16]([CH:21]=[CH:37][C:28]3[CH:29]=[CH:30][C:31]4[C:36](=[CH:35][CH:34]=[CH:33][CH:32]=4)[N+:27]=3[CH3:26])=[CH:15][C:14]=2[O:23][CH3:24])[O:10][C@H:9]([CH2:11][OH:12])[C@H:7]([OH:8])[C@H:5]([OH:6])[C@H:3]1[OH:4] |f:1.2,3.4,6.7|. Procedure details: A suspension of 4-formyl-2,6-dimethoxyphenyl β-D-galactopyranoside (0.19 g, 0.55 mmol), 1,2-dimethylquinolinium iodide (0.16 g, 0.55 mmol) in ethanol (20 ml) containing ammonium acetate (0.13 g, 1.7 mmol) was stirred at about 60° C. for 5 h. The dark orange precipitate which formed during the reaction was then filtered off and washed with ethanol followed by acetone to give (22c)(0.2 g, 86%) as an orange powder.